From a dataset of the Open Reaction Database (ORD), a public repository of structured organic reaction records. describe an organic reaction: reactants, conditions, products, and yield Starting materials: [N+](=O)([O-])C1=CC=C(C=C1)CC1C(CCCC1)=O (2-(4'-Nitrophenyl)methylcyclohexan-1-one), [BH4-].[Na+] (sodium borohydride). The solvent is CO (methanol). Conditions: temperature 0 celsius, time 1.5 hour. Product: [N+](=O)([O-])C1=CC=C(C=C1)C[C@H]1[C@@H](CCCC1)O (trans-2-(4'-Nitrophenyl)methylcyclohexan-1-ol). Isolated yield 20.0%. As a reaction SMILES: [N+:1]([C:4]1[CH:9]=[CH:8][C:7]([CH2:10][CH:11]2[CH2:16][CH2:15][CH2:14][CH2:13][C:12]2=[O:17])=[CH:6][CH:5]=1)([O-:3])=[O:2].[BH4-].[Na+]>CO>[N+:1]([C:4]1[CH:5]=[CH:6][C:7]([CH2:10][C@@H:11]2[CH2:16][CH2:15][CH2:14][CH2:13][C@H:12]2[OH:17])=[CH:8][CH:9]=1)([O-:3])=[O:2] |f:1.2|. Reported procedure: To a stirring solution of 2-(4'-nitrobenzene)methylcyclohexan-1-one (44) in 5 mL of methanol at 0° C. was added portionwise sodium borohydride, and the reaction mixture was allowed to stir at 0° C. for 1.5 h before quenching with saturated aqueous NH4C1. The methanol was removed under diminished pressure, and the resultant aqueous residue was extracted with ethyl acetate. The organic phase was washed with brine, dried over Na2SO4, and concentrated under diminshed pressure. Purification by flash ... Product: CC(C)(C)OC(=O)N1CC(NC(=O)c2ccc(Cl)s2)C(OCC(F)F)C1. As a reaction SMILES: [C:3]([CH3:4])([CH3:5])([CH3:6])[O:7][C:8](=[O:9])[N:10]1[CH2:11][CH:12]([NH:16][C:17](=[O:18])[c:19]2[s:20][c:21]([Cl:24])[cH:22][cH:23]2)[CH:13]([OH:15])[CH2:14]1.[CH3:42][CH2:43][O:44][C:45]([CH3:46])=[O:47].[F:25][C:26]([F:27])([F:28])[S:29]([O:30][CH2:31][CH:32]([F:33])[F:34])(=[O:35])=[O:36].[H-:2].[Na+:1].[O:37]=[CH:38][N:39]([CH3:40])[CH3:41]>>[C:3]([CH3:4])([CH3:5])([CH3:6])[O:7][C:8](=[O:9])[N:10]1[CH2:11][CH:12]([NH:16][C:17](=[O:18])[c:19]2[s:20][c:21]([Cl:24])[cH:22][cH:23]2)[CH:13]([O:15][CH2:31][CH:32]([F:33])[F:34])[CH2:14]1. Starting materials: CC(C)(C)OC(=O)N1CC(O)C(NC(=O)c2ccc(Cl)s2)C1, CCOC(C)=O, O=S(=O)(OCC(F)F)C(F)(F)F, [H-], [Na+], CN(C)C=O.